From a dataset of the Open Reaction Database (ORD), a public repository of structured organic reaction records. describe an organic reaction: reactants, conditions, products, and yield Starting materials: CC(C)(C)OC(=O)N1CCC(O)CC1, CC(=O)O, Oc1ccc2c(c1)CCN(C1CCCC1)CC2, CC(C)(C)OC(=O)N=NC(=O)OC(C)(C)C, C1CCOC1, c1ccc(P(c2ccccc2)c2ccccc2)cc1. The product is CC(C)(C)OC(=O)N1CCC(Oc2ccc3c(c2)CCN(C2CCCC2)CC3)CC1. As a reaction SMILES: [C:18]([CH3:19])([CH3:20])([CH3:21])[O:22][C:23](=[O:24])[N:25]1[CH2:26][CH2:27][CH:28]([OH:31])[CH2:29][CH2:30]1.[CH3:72][C:73](=[O:74])[OH:75].[CH:1]1([N:6]2[CH2:7][CH2:8][c:9]3[c:10]([cH:13][c:14]([OH:17])[cH:15][cH:16]3)[CH2:11][CH2:12]2)[CH2:2][CH2:3][CH2:4][CH2:5]1.[N:32]([C:33]([O:34][C:35]([CH3:36])([CH3:37])[CH3:38])=[O:39])=[N:40][C:41]([O:42][C:43]([CH3:44])([CH3:45])[CH3:46])=[O:47].[O:67]1[CH2:68][CH2:69][CH2:70][CH2:71]1.[c:48]1([P:49]([c:50]2[cH:51][cH:52][cH:53][cH:54][cH:55]2)[c:56]2[cH:57][cH:58][cH:59][cH:60][cH:61]2)[cH:62][cH:63][cH:64][cH:65][cH:66]1>>[CH:1]1([N:6]2[CH2:7][CH2:8][c:9]3[c:10]([cH:13][c:14]([O:17][CH:28]4[CH2:27][CH2:26][N:25]([C:23]([O:22][C:18]([CH3:19])([CH3:20])[CH3:21])=[O:24])[CH2:30][CH2:29]4)[cH:15][cH:16]3)[CH2:11][CH2:12]2)[CH2:2][CH2:3][CH2:4][CH2:5]1. Reactants: ClCCCN1N=CC(=C1)C1=CC=CC=C1 (1-(3-chloroprop-1-yl)-4-phenyl-1H-pyrazole), C(C)(=S)[O-].[K+] (potassium thioacetate). Solvent: CC(=O)C (acetone). Product: C(C)(SCCCN1N=CC(=C1)C1=CC=CC=C1)=O (Ethanethioic acid, S-[(4-phenyl-1H-pyrazol-1-yl)propyl] ester). Isolated yield 88.6%. As a reaction SMILES: Cl[CH2:2][CH2:3][CH2:4][N:5]1[CH:9]=[C:8]([C:10]2[CH:15]=[CH:14][CH:13]=[CH:12][CH:11]=2)[CH:7]=[N:6]1.[C:16]([O-:19])(=[S:18])[CH3:17].[K+]>CC(C)=O>[C:16](=[O:19])([S:18][CH2:2][CH2:3][CH2:4][N:5]1[CH:9]=[C:8]([C:10]2[CH:15]=[CH:14][CH:13]=[CH:12][CH:11]=2)[CH:7]=[N:6]1)[CH3:17] |f:1.2|. Procedure details: 0.23 g (1.04 mmol) 1-(3-chloroprop-1-yl)-4-phenyl-1H-pyrazole were dissolved in 6 ml acetone, potassium thioacetate (0.15 g, 1.3 mmol) was added and the mixture was heated to reflux during 16 hours. The solvent was evaporated under reduced pressure and the residue was purified by flash chromatography on silica gel (hexane/ethyl acetate, gradient 9:1 to 7:3) to give 240 mg of the desired product as a yellow oil. MS (EI): 260.1 (M+). 1H-NMR (CDCl3): 2.19 (quint, 2H), 2.35 (s, 3H), 2.87 (t, 2H), 4.... Reactants: NC1[C@@H]2N(C(=C(CS2)C[N+]2(CCCC2)C)C(=O)[O-])C1=O (7-amino-3-(1-methyl-1-pyrrolidinio)methyl-3-cephem-4-carboxylate), C1(=C(C(=C(C(=C1F)F)F)N)F)N.Cl.Cl (dihydrochloride), Cl (hydrochloric acid). Solvent: C(C)(C)O (isopropyl alcohol), C(C)(C)O (isopropyl alcohol). Reaction conditions: time 1 hour. Product: Cl.Cl.NC1[C@@H]2N(C(=C(CS2)C[N+]2(CCCC2)C)C(=O)[O-])C1=O (7-amino-3-(1-methyl-1-pyrrolidinio)methyl-3-cephem-4-carboxylate dihydrochloride). As a reaction SMILES: [NH2:1][CH:2]1[C:19](=[O:20])[N:4]2[C:5]([C:16]([O-:18])=[O:17])=[C:6]([CH2:9][N+:10]3([CH3:15])[CH2:14][CH2:13][CH2:12][CH2:11]3)[CH2:7][S:8][C@H:3]12.C1(N)C(F)=C(F)C(F)=C(N)C=1F.[ClH:33].Cl.Cl>C(O)(C)C>[ClH:33].[ClH:33].[NH2:1][CH:2]1[C:19](=[O:20])[N:4]2[C:5]([C:16]([O-:18])=[O:17])=[C:6]([CH2:9][N+:10]3([CH3:15])[CH2:14][CH2:13][CH2:12][CH2:11]3)[CH2:7][S:8][C@H:3]12 |f:1.2.3,6.7.8|. Reported procedure: To a suspension of 7-amino-3-(1-methyl-1-pyrrolidinio)methyl-3-cephem-4-carboxylate, dihydrochloride (9.8 g) in 1N-hydrochloric acid (39 ml) was added dropwise isopropyl alcohol (46 ml). After being stirred for 1 hour at room temperature, additional isopropyl alcohol (70 ml) was added thereto. The mixture was stirred for further 1 hour at the same temperature to give crystals. The crystals were collected by filtration, washed with isopropyl alcohol and diisopropyl ether and dried over phosphorus... Starting materials: C(CCCCCN)N (1,6-hexanediamine), C(CCCCCCCCCCCCCCCCC)N=C=O (octadecyl isocyanate). Product: C(CCCCCCCCCCCCCCCCC)NC(=O)NCCCCCCN (1-octadecyl-3-(aminohexyl) urea). As a reaction SMILES: [CH2:1]([NH2:8])[CH2:2][CH2:3][CH2:4][CH2:5][CH2:6][NH2:7].[CH2:9]([N:27]=[C:28]=[O:29])[CH2:10][CH2:11][CH2:12][CH2:13][CH2:14][CH2:15][CH2:16][CH2:17][CH2:18][CH2:19][CH2:20][CH2:21][CH2:22][CH2:23][CH2:24][CH2:25][CH3:26]>>[CH2:9]([NH:27][C:28]([NH:7][CH2:6][CH2:5][CH2:4][CH2:3][CH2:2][CH2:1][NH2:8])=[O:29])[CH2:10][CH2:11][CH2:12][CH2:13][CH2:14][CH2:15][CH2:16][CH2:17][CH2:18][CH2:19][CH2:20][CH2:21][CH2:22][CH2:23][CH2:24][CH2:25][CH3:26]. Procedure details: 29 grams 1,6-hexanediamine (0.25 mole) was reacted with 20 gms (0.068 mole) octadecyl isocyanate as in Example 2. Yield: 25.5 gms, melting point 123°-168°C.